From a dataset of the Open Reaction Database (ORD), a public repository of structured organic reaction records. describe an organic reaction: reactants, conditions, products, and yield Reactants: Cl (HCl), Cl.NCC(=O)N1CSCC1 (2-Amino-1-thiazolidin-3-yl-ethanone hydrochloride), ClC=1C=C2C=C(NC2=CC1)C(=O)O (5-chloro-1H-indole-2-carboxylic acid). Run in C(C)(=O)OCC (ethyl acetate). Product: O=C(CNC(=O)C=1NC2=CC=C(C=C2C1)Cl)N1CSCC1 (5-Chloro-1H-indole-2-carboxylic acid (2-oxo-2-thiazolidin-3-yl-ethyl)-amide). Reaction SMILES: Cl.[NH2:2][CH2:3][C:4]([N:6]1[CH2:10][CH2:9][S:8][CH2:7]1)=[O:5].[Cl:11][C:12]1[CH:13]=[C:14]2[C:18](=[CH:19][CH:20]=1)[NH:17][C:16]([C:21](O)=[O:22])=[CH:15]2.Cl>C(OCC)(=O)C>[O:5]=[C:4]([N:6]1[CH2:10][CH2:9][S:8][CH2:7]1)[CH2:3][NH:2][C:21]([C:16]1[NH:17][C:18]2[C:14]([CH:15]=1)=[CH:13][C:12]([Cl:11])=[CH:20][CH:19]=2)=[O:22] |f:0.1|. Reported procedure: 2-Amino-1-thiazolidin-3-yl-ethanone hydrochloride (3.1 mmol) and 5-chloro-1H-indole-2-carboxylic acid (3.4 mmol) were coupled according to Procedure A (0-25° C., 120 hour reaction time) substituting the following work up: the reaction mixture was stirred with ethyl acetate and 2N HCl, filtered, and the filtered solid washed with 2N HCl, 2N NaOH and ether. Yield 988 mg, 98%; HPLC (70/30) 3.25 minutes (99%); mp 253-255° C. (dec, darkening at 243° C.); PBMS 324/326 (MH+, 100%); Reactants: CCOC(=O)C1CCC(=O)N1, CI, [Cl-], [H-], [NH4+], [Na+], C1CCOC1. The product is CCOC(=O)C1CCC(=O)N1C. RXN SMILES: [CH2:1]([CH3:2])[O:3][C:4]([CH:5]1[NH:6][C:7](=[O:10])[CH2:8][CH2:9]1)=[O:11].[CH3:12][I:13].[Cl-:16].[H-:14].[NH4+:17].[Na+:15].[O:18]1[CH2:19][CH2:20][CH2:21][CH2:22]1>>[CH2:1]([CH3:2])[O:3][C:4]([CH:5]1[N:6]([CH3:12])[C:7](=[O:10])[CH2:8][CH2:9]1)=[O:11]. Reactants: ClC1=CC(=C(C(=O)OC)C=C1)OCC(=O)OCC (methyl 4-chloro-2-(2-ethoxy-2-oxoethoxy)benzoate), [OH-].[K+] (potassium hydroxide). Solvent: CO (methanol), O (water). Run at temperature 25 celsius, time 1.5 hour. Product: C(=O)(O)COC1=C(C(=O)O)C=CC(=C1)Cl (2-(carboxymethoxy)-4-chlorobenzoic acid). Yield: 82.8%. RXN SMILES: [Cl:1][C:2]1[CH:11]=[CH:10][C:5]([C:6]([O:8]C)=[O:7])=[C:4]([O:12][CH2:13][C:14]([O:16]CC)=[O:15])[CH:3]=1.[OH-].[K+]>CO.O>[C:14]([CH2:13][O:12][C:4]1[CH:3]=[C:2]([Cl:1])[CH:11]=[CH:10][C:5]=1[C:6]([OH:8])=[O:7])([OH:16])=[O:15] |f:1.2|. Reported procedure: To a solution of methyl 4-chloro-2-(2-ethoxy-2-oxoethoxy)benzoate (10 g, 36.67 mmol) in methanol (250 mL) and water (50 mL) was added potassium hydroxide (4 g, 71.43 mmol). After stirring for 1.5 h at 25° C., the resulting mixture was concentrated under vacuum, dissolved in water (50 mL), adjusted to pH 6 with HCl (3N) and filtered to give 2-(carboxymethoxy)-4-chlorobenzoic acid as a white solid (7 g, 80%). The reactants are C(C)(C)(C)OC(=O)N[C@H](C(=O)N1C[C@H](CC1)F)[C@@H](C)C1=CC=C(C=C1)C=1C=NC(=CC1)OC ((3S)-1-[(2S,3S)-2-(tert-Butoxycarbonylamino)-3-[4-(6-methoxypyridin-3-yl)phenyl]-1-oxobutanyl]-3-fluoropyrrolidine), Cl (hydrochloric acid). Run at temperature 100 celsius. The product is Cl.N[C@H](C(=O)N1C[C@H](CC1)F)[C@@H](C)C1=CC=C(C=C1)C1=CNC(C=C1)=O ((3S)-1-[(2S,3S)-2-Amino-3-[4-(6-oxo-1,6-dihydropyridin-3-yl)phenyl]-1- -oxobutanyl]-3-fluoropyrrolidine, hydrochloride). RXN SMILES: C(OC([NH:8][C@@H:9]([C@H:18]([C:20]1[CH:25]=[CH:24][C:23]([C:26]2[CH:27]=[N:28][C:29]([O:32]C)=[CH:30][CH:31]=2)=[CH:22][CH:21]=1)[CH3:19])[C:10]([N:12]1[CH2:16][CH2:15][C@H:14]([F:17])[CH2:13]1)=[O:11])=O)(C)(C)C.[ClH:34]>>[ClH:34].[NH2:8][C@@H:9]([C@H:18]([C:20]1[CH:25]=[CH:24][C:23]([C:26]2[CH:31]=[CH:30][C:29](=[O:32])[NH:28][CH:27]=2)=[CH:22][CH:21]=1)[CH3:19])[C:10]([N:12]1[CH2:16][CH2:15][C@H:14]([F:17])[CH2:13]1)=[O:11] |f:2.3|. Reported procedure: The product from Step A was dissolved in 3 mL of concentrated hydrochloric acid (37%). The reaction mixture was heated at 100° C. for 48 h before it was cooled to room temperature. The water was removed azeotropically with toluene. Purification by HPLC (YMC Pro-C18 column, gradient elution, 10–90% acetonitrile/water with 0.1% concentrated hydrochloric acid) afforded the title compound. LC/MS 344.1 (M+1).